This data is from the Open Reaction Database (ORD), a public repository of structured organic reaction records. The task is: describe an organic reaction: reactants, conditions, products, and yield The reactants are F/C(=C/CNC(OC(C)(C)C)=O)/CBr ((E)-tert-butyl 3-fluoro-4-bromobut-2-enylcarbamate), OC1=C(C=C(C(=O)NC2CCCCC2)C=C1Cl)Cl (4-hydroxy-3,5-dichloro-N-cyclohexylbenzamide). Product: Cl.NC/C=C(\COC1=C(C=C(C(=O)NC2CCCCC2)C=C1Cl)Cl)/F ((E)-4-(4-Amino-2-fluorobut-2-enyloxy)-3,5-dichloro-N-cyclohexylbenzamide hydrochloride). As a reaction SMILES: [F:1]/[C:2](/[CH2:13]Br)=[CH:3]/[CH2:4][NH:5]C(=O)OC(C)(C)C.[OH:15][C:16]1[C:30]([Cl:31])=[CH:29][C:19]([C:20]([NH:22][CH:23]2[CH2:28][CH2:27][CH2:26][CH2:25][CH2:24]2)=[O:21])=[CH:18][C:17]=1[Cl:32]>>[ClH:31].[NH2:5][CH2:4]/[CH:3]=[C:2](/[F:1])\[CH2:13][O:15][C:16]1[C:17]([Cl:32])=[CH:18][C:19]([C:20]([NH:22][CH:23]2[CH2:28][CH2:27][CH2:26][CH2:25][CH2:24]2)=[O:21])=[CH:29][C:30]=1[Cl:31] |f:2.3|. Procedure details: (E)-4-(4-Amino-2-fluorobut-2-enyloxy)-3,5-dichloro-N-cyclohexylbenzamide hydrochloride was synthesized from (E)-tert-butyl 3-fluoro-4-bromobut-2-enylcarbamate and 4-hydroxy-3,5-dichloro-N-cyclohexylbenzamide. The reactants are CN1C(=CC(=C1C=O)C)C(=O)OC (methyl 1,4-dimethyl-5-formylpyrrole-2-carboxylate), [Mn](=O)(=O)(=O)[O-].[K+] (potassium permanganate), [Mn](=O)(=O)(=O)[O-] (permanganate), S(=O)([O-])[O-].[Na+].[Na+] (sodium sulfite). The solvent is CC(=O)C (acetone), O.CC(=O)C (water acetone), O (water). Conditions: time 1.5 hour. Yields the product C(=O)(O)C1=C(C=C(N1C)C(=O)OC)C (methyl 5-carboxy-1,4-dimethylpyrrole-2-carboxylate). The yield is 61.3%. RXN SMILES: [CH3:1][N:2]1[C:6]([CH:7]=[O:8])=[C:5]([CH3:9])[CH:4]=[C:3]1[C:10]([O:12][CH3:13])=[O:11].[Mn]([O-])(=O)(=O)=[O:15].[K+].S([O-])([O-])=O.[Na+].[Na+].[Mn]([O-])(=O)(=O)=O>CC(C)=O.O.O.CC(C)=O>[C:7]([C:6]1[N:2]([CH3:1])[C:3]([C:10]([O:12][CH3:13])=[O:11])=[CH:4][C:5]=1[CH3:9])([OH:15])=[O:8] |f:1.2,3.4.5,9.10|. Procedure: To a solution of methyl 1,4-dimethyl-5-formylpyrrole-2-carboxylate (0.3 g, 0.0016 m) in acetone (10 ml) at room temperature was added over 15 minutes a solution of potassium permanganate (0.52 g, 0.0033 m) in 1:1 water-acetone (10 ml), and the resulting mixture allowed to stir for 1.5 hours. The reaction mixture was then diluted with water (100 ml), treated with enough sodium sulfite to reduce the excess permanganate, filtered, and the filtrate acidified with dilute hydrochloric acid. The result... Starting materials: ClC1=CC=C2C(CCNC2=C1)=O (7-chloro-1,2,3,4-tetrahydro-4-quinolinone), ClC=1C=C(NCCC(=O)O)C=CC1 (3-(m-chloro-anilino)propionic acid), C(=O)(Cl)Cl (phosgene). The product is ClC(=O)N(C1=CC(=CC=C1)Cl)CCC(=O)O (N-chloroformyl-3-(m-chloroanilino)propionic acid). RXN SMILES: ClC1C=C2C(C(=O)CCN2)=CC=1.[Cl:13][C:14]1[CH:15]=[C:16]([CH:23]=[CH:24][CH:25]=1)[NH:17][CH2:18][CH2:19][C:20]([OH:22])=[O:21].[C:26](Cl)([Cl:28])=[O:27]>>[Cl:28][C:26]([N:17]([CH2:18][CH2:19][C:20]([OH:22])=[O:21])[C:16]1[CH:23]=[CH:24][CH:25]=[C:14]([Cl:13])[CH:15]=1)=[O:27]. Procedure details: A process of the preparation of 7-chloro-1,2,3,4-tetrahydro-4-quinolinone which comprises treating 3-(m-chloro-anilino)propionic acid with phosgene to produce N-chloroformyl-3-(m-chloroanilino)propionic acid, converting the said product, by the action of an organic base or by heating, into 3-(m-chlorophenyl)-2,6-dioxo-1,3-perhydrooxazine, and treating the latter with aluminium chloride in an inert organic solvent or with a strong acid, to provide 7-chloro-1,2,3,4-tetrahydro-4-quinolinone. Starting materials: CCOc1ccc(-c2nc(CCC(=O)N(C)OC)cs2)cc1OCC, C1CCOC1, [Li]CCCC, CCCCCC, [Cl-], [NH4+], c1cscn1. Yields the product CCOc1ccc(-c2nc(CCC(=O)c3nccs3)cs2)cc1OCC. Reaction SMILES: [CH2:11]([CH3:12])[O:13][c:14]1[cH:15][c:16](-[c:23]2[s:24][cH:25][c:26]([CH2:28][CH2:29][C:30](=[O:31])[N:32]([O:33][CH3:34])[CH3:35])[n:27]2)[cH:17][cH:18][c:19]1[O:20][CH2:21][CH3:22].[CH2:38]1[O:39][CH2:40][CH2:41][CH2:42]1.[CH2:6]([Li:7])[CH2:8][CH2:9][CH3:10].[CH3:43][CH2:44][CH2:45][CH2:46][CH2:47][CH3:48].[Cl-:36].[NH4+:37].[cH:1]1[cH:2][s:3][cH:4][n:5]1>>[cH:1]1[cH:2][s:3][c:4]([C:30]([CH2:29][CH2:28][c:26]2[cH:25][s:24][c:23](-[c:16]3[cH:15][c:14]([O:13][CH2:11][CH3:12])[c:19]([O:20][CH2:21][CH3:22])[cH:18][cH:17]3)[n:27]2)=[O:31])[n:5]1.